The task is: describe an organic reaction: reactants, conditions, products, and yield. This data is from the Open Reaction Database (ORD), a public repository of structured organic reaction records. The reactants are NC1=C(C(=NN1CC1=CC=CC=C1)O)C1=CC=C(C=C1)C (5-amino-1-benzyl-4-(4-methylphenyl)-1H-pyrazol-3-ol), C([O-])([O-])=O.[Cs+].[Cs+] (cesium carbonate), C(C)(=O)OCCBr (2-bromoethyl acetate). The solvent is CN(C=O)C (dimethylformamide). Run at time 8 hour. The product is C(C)(=O)OCCOC1=NN(C(=C1C1=CC=C(C=C1)C)N)CC1=CC=CC=C1 (2-{[5-amino-1-benzyl-4-(4-methylphenyl)-1H-pyrazol-3-yl]oxy}ethyl acetate). Reaction SMILES: [NH2:1][C:2]1[N:6]([CH2:7][C:8]2[CH:13]=[CH:12][CH:11]=[CH:10][CH:9]=2)[N:5]=[C:4]([OH:14])[C:3]=1[C:15]1[CH:20]=[CH:19][C:18]([CH3:21])=[CH:17][CH:16]=1.C(=O)([O-])[O-].[Cs+].[Cs+].[C:28]([O:31][CH2:32][CH2:33]Br)(=[O:30])[CH3:29]>CN(C)C=O>[C:28]([O:31][CH2:32][CH2:33][O:14][C:4]1[C:3]([C:15]2[CH:16]=[CH:17][C:18]([CH3:21])=[CH:19][CH:20]=2)=[C:2]([NH2:1])[N:6]([CH2:7][C:8]2[CH:9]=[CH:10][CH:11]=[CH:12][CH:13]=2)[N:5]=1)(=[O:30])[CH3:29] |f:1.2.3|. Reported procedure: To a stirring suspension of 5-amino-1-benzyl-4-(4-methylphenyl)-1H-pyrazol-3-ol (Preparation 42) (2.4 g) and cesium carbonate (8.4 g) in dimethylformamide (30 ml) under nitrogen at room temperature was added 2-bromoethyl acetate (1.44 g) and the reaction mixture stirred overnight. The reaction was quenched with 2M hydrochloric acid (100 ml) and extracted into ethyl acetate (2×100 ml). The two combined organic extracts were further washed with water (2×100 ml), then dried (MgSO4) and the solvent ... Starting materials: NC=1C(=NC(=CN1)Br)C#CC=1C=C(C=CC1)O (3-[2-(3-Amino-6-bromo-pyrazin-2-yl)ethynyl]phenol), O (water), CC1(OB(OC1(C)C)C1=CC=C(C=C1)S(=O)(=O)C1CCN(CC1)C(=O)OC(C)(C)C)C (tert-butyl 4-[4-(4,4,5,5-tetramethyl-1,3,2-dioxaborolan-2-yl)phenyl]sulfonylpiperidine-1-carboxylate), [O-]P(=O)([O-])[O-].[K+].[K+].[K+] (K3PO4). The reagents and catalysts are CC(C)([P](C(C)(C)C)([Pd][P](C(C)(C)C)(C(C)(C)C)C(C)(C)C)C(C)(C)C)C (Pd[P(tBu)3]2). Run in CC#N (MeCN), CCOC(=O)C (EtOAc), Cl (HCl). Reaction conditions: temperature 60 celsius. Product: NC=1N=CC(=NC1C#CC1=CC(=CC=C1)O)C1=CC=C(C=C1)S(=O)(=O)C1CCN(CC1)C(=O)OC(C)(C)C (tert-Butyl 4-[4-[5-amino-6-[2-(3-hydroxyphenyl)ethynyl]pyrazin-2-yl]phenyl]sulfonylpiperidine-1-carboxylate). Reaction SMILES: [NH2:1][C:2]1[C:3]([C:9]#[C:10][C:11]2[CH:12]=[C:13]([OH:17])[CH:14]=[CH:15][CH:16]=2)=[N:4][C:5](Br)=[CH:6][N:7]=1.CC1(C)C(C)(C)OB([C:26]2[CH:31]=[CH:30][C:29]([S:32]([CH:35]3[CH2:40][CH2:39][N:38]([C:41]([O:43][C:44]([CH3:47])([CH3:46])[CH3:45])=[O:42])[CH2:37][CH2:36]3)(=[O:34])=[O:33])=[CH:28][CH:27]=2)O1.[O-]P([O-])([O-])=O.[K+].[K+].[K+].O>CC#N.CCOC(C)=O.Cl.CC(C)([P](C(C)(C)C)([Pd][P](C(C)(C)C)(C(C)(C)C)C(C)(C)C)C(C)(C)C)C>[NH2:1][C:2]1[N:7]=[CH:6][C:5]([C:26]2[CH:31]=[CH:30][C:29]([S:32]([CH:35]3[CH2:36][CH2:37][N:38]([C:41]([O:43][C:44]([CH3:47])([CH3:46])[CH3:45])=[O:42])[CH2:39][CH2:40]3)(=[O:34])=[O:33])=[CH:28][CH:27]=2)=[N:4][C:3]=1[C:9]#[C:10][C:11]1[CH:16]=[CH:15][CH:14]=[C:13]([OH:17])[CH:12]=1 |f:2.3.4.5,^1:70,76|. Reported procedure: 3-[2-(3-Amino-6-bromo-pyrazin-2-yl)ethynyl]phenol (100 mg, 0.3447 mmol), tert-butyl 4-[4-(4,4,5,5-tetramethyl-1,3,2-dioxaborolan-2-yl)phenyl]sulfonylpiperidine-1-carboxylate (186.7 mg, 0.4136 mmol) and K3PO4 (146.3 mg, 0.6894 mmol) were combined in MeCN (2 mL)/water (0.5 mL) and Pd[P(tBu)3]2 (8.811 mg, 0.01724 mmol) was added. The reaction was heated at 60° C. for 15 hours. The reaction was cooled to ambient temperature and diluted with EtOAc and 1M HCl. The layers were separated and the aqueous... Reactants: CCN1CCCC1CNC(=O)c1c(OC)ccc(Br)c1OC, CS(C)=O, Cl, [K+], [OH-], O. Product: CCN1CCCC1CNC(=O)c1c(OC)ccc(O)c1OC. As a reaction SMILES: [Br:1][c:2]1[c:3]([O:21][CH3:22])[c:4]([C:5](=[O:6])[NH:7][CH2:8][CH:9]2[N:10]([CH2:14][CH3:15])[CH2:11][CH2:12][CH2:13]2)[c:16]([O:19][CH3:20])[cH:17][cH:18]1.[CH3:26][S:27]([CH3:28])=[O:29].[ClH:23].[K+:25].[OH-:24].[OH2:30]>>[c:2]1([OH:24])[c:3]([O:21][CH3:22])[c:4]([C:5](=[O:6])[NH:7][CH2:8][CH:9]2[N:10]([CH2:14][CH3:15])[CH2:11][CH2:12][CH2:13]2)[c:16]([O:19][CH3:20])[cH:17][cH:18]1. Starting materials: BrC1=C(C(=C(NC)C=C1)[N+](=O)[O-])F (4-bromo-3-fluoro-N-methyl-2-nitroaniline), C(C)S (ethanethiol). RXN SMILES: [Br:1][C:2]1[CH:9]=[CH:8][C:5]([NH:6][CH3:7])=[C:4]([N+:10]([O-:12])=[O:11])[C:3]=1F.[CH2:14]([SH:16])[CH3:15]>>[Br:1][C:2]1[CH:9]=[CH:8][C:5]([NH:6][CH3:7])=[C:4]([N+:10]([O-:12])=[O:11])[C:3]=1[S:16][CH2:14][CH3:15]. The product is BrC1=C(C(=C(NC)C=C1)[N+](=O)[O-])SCC (4-Bromo-3-(ethylthio)-N-methyl-2-nitroaniline). Procedure: This compound was synthesized according to the procedure of Example 11, Step 1, using 4-bromo-3-fluoro-N-methyl-2-nitroaniline and ethanethiol as the starting materials. LCMS calculated for C9H12BrN2O2S (M+H)+: m/z=291.0, 293.0. found: 290.9, 292.9. The reactants are ClCCl, CCO, CCN, O=C1CCC(N=C=S)c2ccccc21. Product: CCNC(=S)NC1CCC(=O)c2ccccc21. As a reaction SMILES: [CH2:21]([Cl:22])[Cl:23].[CH3:15][CH2:16][OH:17].[CH3:18][CH2:19][NH2:20].[O:1]=[C:2]1[CH2:3][CH2:4][CH:5]([N:12]=[C:13]=[S:14])[c:6]2[cH:7][cH:8][cH:9][cH:10][c:11]21>>[O:1]=[C:2]1[CH2:3][CH2:4][CH:5]([NH:12][C:13](=[S:14])[NH:20][CH2:19][CH3:18])[c:6]2[cH:7][cH:8][cH:9][cH:10][c:11]21.